From a dataset of the Open Reaction Database (ORD), a public repository of structured organic reaction records. describe an organic reaction: reactants, conditions, products, and yield Product: NC1=CC(=NC(=C1F)C1=C(C(=C(C=C1)Cl)OC)F)C(=O)O (4-amino-6-(4-chloro-2-fluoro-3-methoxyphenyl)-5-fluoropicolinic acid). Run at temperature 80 celsius. Run in C(C)(C)(C)O.O (t-butanol water). RXN SMILES: [NH2:1][C:2]1[C:7]([F:8])=[C:6]([C:9]2[CH:14]=[CH:13][C:12]([Cl:15])=[C:11]([O:16][CH3:17])[C:10]=2[F:18])[N:5]=[C:4]([CH:19]=[O:20])[CH:3]=1.Cl([O-])=[O:22].[Na+].CC(=CC)C.P([O-])([O-])(O)=O.[Na+].[Na+].Cl>C(O)(C)(C)C.O>[NH2:1][C:2]1[C:7]([F:8])=[C:6]([C:9]2[CH:14]=[CH:13][C:12]([Cl:15])=[C:11]([O:16][CH3:17])[C:10]=2[F:18])[N:5]=[C:4]([C:19]([OH:22])=[O:20])[CH:3]=1 |f:1.2,4.5.6,8.9|. Starting materials: NC1=CC(=NC(=C1F)C1=C(C(=C(C=C1)Cl)OC)F)C=O (4-amino-6-(4-chloro-2-fluoro-3-methoxyphenyl)-5-fluoropicolinaldehyde), P(=O)(O)([O-])[O-].[Na+].[Na+] (disodium hydrogen phosphate), Cl (hydrochloric acid), Cl(=O)[O-].[Na+] (sodium chlorite), CC(C)=CC (2-methyl-2-butene). Reported procedure: In a typical reaction, 4-amino-6-(4-chloro-2-fluoro-3-methoxyphenyl)-5-fluoropicolinaldehyde is oxidized with an excess of sodium chlorite, between 20-30 equivalents of 2-methyl-2-butene and about 5 equivalents of disodium hydrogen phosphate in a t-butanol/water mixture. The mixture is heated at about 80° C. until the reaction is complete. After cooling, the mixture is treated with dilute hydrochloric acid and extracted with ethyl acetate. The organic layer is separated and dried. The solvent is... Reactants: C(C)(=O)O[C@H]1[C@H](OC2=C(C=CC(=C2)COC)CC2=CC=C(C=C2)OC)O[C@@H]([C@H]([C@@H]1OC(C)=O)OC(C)=O)COC(C)=O (2-(4-methoxybenzyl)-5-methoxymethyl-phenyl 2,3,4,6-tetra-O-acetyl-β-D-glucopyranoside), C[O-].[Na+] (sodium methoxide). Solvent: CO (methanol). Conditions: time 3 hour. The product is O([C@H]1[C@H](O)[C@@H](O)[C@H](O)[C@H](O1)CO)C1=C(C=CC(=C1)COC)CC1=CC=C(C=C1)OC (2-(4-methoxybenzyl)-5-methoxymethylphenyl β-D-glucopyranoside). Yield: 84.0%. RXN SMILES: C([O:4][C@@H:5]1[C@@H:29]([O:30]C(=O)C)[C@H:28]([O:34]C(=O)C)[C@@H:27]([CH2:38][O:39]C(=O)C)[O:26][C@H:6]1[O:7][C:8]1[CH:13]=[C:12]([CH2:14][O:15][CH3:16])[CH:11]=[CH:10][C:9]=1[CH2:17][C:18]1[CH:23]=[CH:22][C:21]([O:24][CH3:25])=[CH:20][CH:19]=1)(=O)C.C[O-].[Na+]>CO>[O:7]([C:8]1[CH:13]=[C:12]([CH2:14][O:15][CH3:16])[CH:11]=[CH:10][C:9]=1[CH2:17][C:18]1[CH:19]=[CH:20][C:21]([O:24][CH3:25])=[CH:22][CH:23]=1)[C@@H:6]1[O:26][C@H:27]([CH2:38][OH:39])[C@@H:28]([OH:34])[C@H:29]([OH:30])[C@H:5]1[OH:4] |f:1.2|. Reported procedure: To a solution of 2-(4-methoxybenzyl)-5-methoxymethyl-phenyl 2,3,4,6-tetra-O-acetyl-β-D-glucopyranoside (0.14 g) in methanol (3 mL) was added sodium methoxide (28% methanol solution, 0.047 mL), and the mixture was stirred at room temperature for 3 hours. The reaction mixture was purified by column chromatography on benzenesulfonylpropyl silica gel (eluent: methanol) to give 2-(4-methoxybenzyl)-5-methoxymethylphenyl β-D-glucopyranoside (0.084 g). Starting materials: ClCCl, COC1=C(OC)C(=O)C(Cc2ccc(O)c(C(=O)Nc3ccc(NC(=O)OC(C)(C)C)cc3)c2)=C(C)C1=O, O=C(O)C(F)(F)F. Product: COC1=C(OC)C(=O)C(Cc2ccc(O)c(C(=O)Nc3ccc(N)cc3)c2)=C(C)C1=O. Reaction SMILES: [CH2:46]([Cl:47])[Cl:48].[CH3:8][O:9][C:10]1=[C:15]([O:16][CH3:17])[C:14](=[O:18])[C:13]([CH2:19][c:20]2[cH:21][cH:22][c:23]([OH:43])[c:24]([C:25](=[O:26])[NH:27][c:28]3[cH:29][cH:30][c:31]([NH:34][C:35]([O:36][C:37]([CH3:38])([CH3:39])[CH3:40])=[O:41])[cH:32][cH:33]3)[cH:42]2)=[C:12]([CH3:44])[C:11]1=[O:45].[OH:1][C:2]([C:3]([F:4])([F:5])[F:6])=[O:7]>>[CH3:8][O:9][C:10]1=[C:15]([O:16][CH3:17])[C:14](=[O:18])[C:13]([CH2:19][c:20]2[cH:21][cH:22][c:23]([OH:43])[c:24]([C:25](=[O:26])[NH:27][c:28]3[cH:29][cH:30][c:31]([NH2:34])[cH:32][cH:33]3)[cH:42]2)=[C:12]([CH3:44])[C:11]1=[O:45]. Reactants: C(C)OC1=NSC(=C1C(=O)OCC)NC(OC1=CC=CC=C1)=O (phenyl (3-ethoxy-4-ethoxycarbonyl-5-isothiazolyl)carbamate), CNC (dimethylamine). Run in CN(C=O)C (dimethylformamide). The product is CN(C(=O)NC1=C(C(=NS1)OCC)C(=O)OCC)C (1,1-dimethyl-3-(3-ethoxy-4-ethoxycarbonyl-5-isothiazolyl)urea). The yield is 26.5%. RXN SMILES: [CH2:1]([O:3][C:4]1[C:8]([C:9]([O:11][CH2:12][CH3:13])=[O:10])=[C:7]([NH:14][C:15](=[O:23])OC2C=CC=CC=2)[S:6][N:5]=1)[CH3:2].[CH3:24][NH:25][CH3:26]>CN(C)C=O>[CH3:24][N:25]([CH3:26])[C:15]([NH:14][C:7]1[S:6][N:5]=[C:4]([O:3][CH2:1][CH3:2])[C:8]=1[C:9]([O:11][CH2:12][CH3:13])=[O:10])=[O:23]. Reported procedure: In the manner of Example II B, 8.4 g of phenyl (3-ethoxy-4-ethoxycarbonyl-5-isothiazolyl)carbamate in 20 ml of dimethylformamide were treated with 2.3 g of dimethylamine. The solid from the reaction mixture was recrystallized from ethanol to yield 1.9 g of 1,1-dimethyl-3-(3-ethoxy-4-ethoxycarbonyl-5-isothiazolyl)urea, mp 164°-165°. The ir and nmr spectra were consistent with the assigned structure. The reactants are C(C)(C)(C)OC(NC1=C(C=C(C=C1)C1=CC(=CC=C1)F)N)=O ((3-amino-3′-fluoro-biphenyl-4-yl)-carbamic acid tert.-butyl ester), N1(C=NC=C1)C=1C=C(C=CC1)C1=CC(OC(O1)(C)C)=O (6-(3-imidazol-1-yl-phenyl)-2,2-dimethyl-[1,3]dioxin-4-one). Product: C(C)(C)(C)OC(NC1=C(C=C(C=C1)C1=CC(=CC=C1)F)NC(CC(=O)C1=CC(=CC=C1)N1C=NC=C1)=O)=O ({3′-Fluoro-3-[3-(3-imidazol-1-yl-phenyl)-3-oxo-propionylamino]-biphenyl-4-yl}-carbamic acid tert.-butyl ester). Yield: 58.3%. As a reaction SMILES: [C:1]([O:5][C:6](=[O:22])[NH:7][C:8]1[CH:13]=[CH:12][C:11]([C:14]2[CH:19]=[CH:18][CH:17]=[C:16]([F:20])[CH:15]=2)=[CH:10][C:9]=1[NH2:21])([CH3:4])([CH3:3])[CH3:2].[N:23]1([C:28]2[CH:29]=[C:30]([C:34]3[O:39]C(C)(C)[O:37][C:36](=O)[CH:35]=3)[CH:31]=[CH:32][CH:33]=2)[CH:27]=[CH:26][N:25]=[CH:24]1>>[C:1]([O:5][C:6](=[O:22])[NH:7][C:8]1[CH:13]=[CH:12][C:11]([C:14]2[CH:19]=[CH:18][CH:17]=[C:16]([F:20])[CH:15]=2)=[CH:10][C:9]=1[NH:21][C:36](=[O:37])[CH2:35][C:34]([C:30]1[CH:31]=[CH:32][CH:33]=[C:28]([N:23]2[CH:27]=[CH:26][N:25]=[CH:24]2)[CH:29]=1)=[O:39])([CH3:4])([CH3:2])[CH3:3]. Reported procedure: Prepared from (3-amino-3′-fluoro-biphenyl-4-yl)-carbamic acid tert.-butyl ester (Example G38) (151 mg, 0.5 mmol) and 6-(3-imidazol-1-yl-phenyl)-2,2-dimethyl-[1,3]dioxin-4-one (Example J10) (135 mg, 0.5 mmol) according to the general procedure K. Obtained as an orange solid (150 mg).